Task: describe an organic reaction: reactants, conditions, products, and yield. Dataset: the Open Reaction Database (ORD), a public repository of structured organic reaction records Starting materials: N[C@H](CO)C1=CC=CC=C1 ((S)-(+)-2-amino-2-phenylethanol), BrC1=C(C=O)C=CC=C1 (2-bromobenzaldehyde), S(=O)(=O)([O-])[O-].[Mg+2] (magnesium sulfate). Run in C(Cl)Cl (methylene chloride), CCOCC (ether). Conditions: time 3 hour. Product: BrC1=C(\C=N\[C@H](CO)C2=CC=CC=C2)C=CC=C1 ((S,E)-2-(2-bromobenzylideneamino)-2-phenylethanol). Yield: 79.0%. Reaction SMILES: [NH2:1][C@@H:2]([C:5]1[CH:10]=[CH:9][CH:8]=[CH:7][CH:6]=1)[CH2:3][OH:4].[Br:11][C:12]1[CH:19]=[CH:18][CH:17]=[CH:16][C:13]=1[CH:14]=O.S([O-])([O-])(=O)=O.[Mg+2]>C(Cl)Cl.CCOCC>[Br:11][C:12]1[CH:19]=[CH:18][CH:17]=[CH:16][C:13]=1/[CH:14]=[N:1]/[C@@H:2]([C:5]1[CH:10]=[CH:9][CH:8]=[CH:7][CH:6]=1)[CH2:3][OH:4] |f:2.3|. Procedure details: To a stirred solution of (S)-(+)-2-amino-2-phenylethanol (271 mmol, 37.2 g) in methylene chloride (350 mL) was added 2-bromobenzaldehyde (271 mmol, 31.8 mL, 50.2 g) and anhydrous magnesium sulfate (50 g). The mixture stirred 3 h at room temperature then left to stand overnight. Filtered through dicalite and evaporated to dryness to give a pale yellow solid. This solid was stirred in dry ether (100 mL) for 30 min, then filtered, washed with ether, and dried in vacuo to give (S,E)-2-(2-bromobenzyl... Reactants: CCOC(=O)CCCCCCCBr, CCOC(=O)CC(=O)OCC, CC[O-], CCO, [Cl-], [NH4+], [Na+]. Yields the product CCOC(=O)CCCCCCCC(C(=O)OCC)C(=O)OCC. RXN SMILES: [Br:16][CH2:17][CH2:18][CH2:19][CH2:20][CH2:21][CH2:22][CH2:23][C:24](=[O:25])[O:26][CH2:27][CH3:28].[C:1]([CH2:2][C:3](=[O:4])[O:5][CH2:6][CH3:7])(=[O:8])[O:9][CH2:10][CH3:11].[CH3:13][CH2:14][O-:15].[CH3:31][CH2:32][OH:33].[Cl-:29].[NH4+:30].[Na+:12]>>[C:1]([CH:2]([C:3](=[O:4])[O:5][CH2:6][CH3:7])[CH2:17][CH2:18][CH2:19][CH2:20][CH2:21][CH2:22][CH2:23][C:24](=[O:25])[O:26][CH2:27][CH3:28])(=[O:8])[O:9][CH2:10][CH3:11]. Starting materials: Nc1ccc(Oc2cccnc2)c(Cl)c1Oc1cccnc1, [K+], O=[N+]([O-])[O-], O=C(O)C(F)(F)F. Product: Nc1c([N+](=O)[O-])cc(Oc2cccnc2)c(Cl)c1Oc1cccnc1. RXN SMILES: [Cl:6][c:7]1[c:8]([O:21][c:22]2[cH:23][n:24][cH:25][cH:26][cH:27]2)[c:9]([NH2:10])[cH:11][cH:12][c:13]1[O:14][c:15]1[cH:16][n:17][cH:18][cH:19][cH:20]1.[K+:1].[O-:2][N+:3]([O-:4])=[O:5].[OH:28][C:29]([C:30]([F:31])([F:32])[F:33])=[O:34]>>[O-:2][N+:3](=[O:5])[c:11]1[c:9]([NH2:10])[c:8]([O:21][c:22]2[cH:23][n:24][cH:25][cH:26][cH:27]2)[c:7]([Cl:6])[c:13]([O:14][c:15]2[cH:16][n:17][cH:18][cH:19][cH:20]2)[cH:12]1. Starting materials: O=C(C=NO)Nc1ccc(F)c(Br)c1, O, O=S(=O)(O)O. Product: O=C1Nc2cc(Br)c(F)cc2C1=O. RXN SMILES: [Br:6][c:7]1[cH:8][c:9]([NH:14][C:15]([CH:16]=[N:17][OH:18])=[O:19])[cH:10][cH:11][c:12]1[F:13].[OH2:20].[S:1]([OH:2])(=[O:3])(=[O:4])[OH:5]>>[O:2]=[C:16]1[c:10]2[c:9]([cH:8][c:7]([Br:6])[c:12]([F:13])[cH:11]2)[NH:14][C:15]1=[O:19]. Reactants: CC(C)[Si]1(C(C)C)OCC2CC(n3cnc4c(Cl)ncnc43)C(OC(=S)Oc3ccccc3)C2O[Si](C(C)C)(C(C)C)O1, CCCC[SnH](CCCC)CCCC, Cc1ccccc1, CC(C)(C#N)N=NC(C)(C)C#N. The product is CC(C)[Si]1(C(C)C)OCC2CC(n3cnc4c(Cl)ncnc43)CC2O[Si](C(C)C)(C(C)C)O1. RXN SMILES: [C:1](=[S:2])([O:36][c:37]1[cH:38][cH:39][cH:40][cH:41][cH:42]1)[O:43][CH:3]1[CH:4]([n:26]2[c:27]3[n:28][cH:29][n:30][c:31]([Cl:35])[c:32]3[n:33][cH:34]2)[CH2:5][CH:6]2[CH:7]1[O:8][Si:9]([CH:20]([CH3:21])[CH3:22])([CH:23]([CH3:24])[CH3:25])[O:10][Si:11]([CH:14]([CH3:15])[CH3:16])([CH:17]([CH3:18])[CH3:19])[O:12][CH2:13]2.[CH2:44]([SnH:45]([CH2:46][CH2:47][CH2:48][CH3:49])[CH2:50][CH2:51][CH2:52][CH3:53])[CH2:54][CH2:55][CH3:56].[CH3:69][c:70]1[cH:71][cH:72][cH:73][cH:74][cH:75]1.[N:57]([C:58]([CH3:59])([CH3:60])[C:61]#[N:62])=[N:63][C:64]([CH3:65])([CH3:66])[C:67]#[N:68]>>[CH2:3]1[CH:4]([n:26]2[c:27]3[n:28][cH:29][n:30][c:31]([Cl:35])[c:32]3[n:33][cH:34]2)[CH2:5][CH:6]2[CH:7]1[O:8][Si:9]([CH:20]([CH3:21])[CH3:22])([CH:23]([CH3:24])[CH3:25])[O:10][Si:11]([CH:14]([CH3:15])[CH3:16])([CH:17]([CH3:18])[CH3:19])[O:12][CH2:13]2. Reactants: mercuric chloride, C[Si](C)(C)C#CC(=O)CCCC (n-butyl trimethylsilylethynyl ketone), C(C#C)Br (propargyl bromide), C(C#C)Br (propargyl bromide). The solvent is CCOCC (ether), CCOCC (ether). Run at time 40 minute. The product is C[Si](C)(C)C#CC(CC#C)(CCCC)O (4-Trimethylsilylethynyl-1-octyn-4-ol). Reaction SMILES: [CH2:1](Br)[C:2]#[CH:3].[CH3:5][Si:6]([C:9]#[C:10][C:11]([CH2:13][CH2:14][CH2:15][CH3:16])=[O:12])([CH3:8])[CH3:7]>CCOCC>[CH3:8][Si:6]([C:9]#[C:10][C:11]([OH:12])([CH2:13][CH2:14][CH2:15][CH3:16])[CH2:3][C:2]#[CH:1])([CH3:7])[CH3:5]. Reported procedure: To a stirred suspension of 1.29 g of magensium and 10 mg of mercuric chloride in 12 ml of ether is added 0.4 ml of propargyl bromide. The reaction is initiated after stirring at room temperature for a few minutes. The stirred mixture is cooled in an ice-water bath and a solution of 9.64 g of n-butyl trimethylsilylethynyl ketone and 3.51 ml of propargyl bromide in 13 ml of ether is added dropwise so that the mixture is very gently boiling during 40 minutes. After addition, the cooling bath is rem...